This data is from the Open Reaction Database (ORD), a public repository of structured organic reaction records. The task is: describe an organic reaction: reactants, conditions, products, and yield Yield: 54.0%. Run in CCOC(=O)C (EtOAc). Yields the product C(C)(C)(C)OC(=O)NC=1C=C(N(C1)C)C(=O)NC=1C=C(N(C1)C)C(=O)NC=1C=C(N(C1)C)C(=O)NC=1C=C(N(C1)C)C(=O)NC=1C=C(N(C1)C)C(=O)NC=1C=C(N(C1)C)C(=O)OC (Methyl 4-({4-[(4-{[4-({4-[(4-tert-butoxycarbonylamino-1-methyl-1H-pyrrole-2-carbonyl)-amino]-1-methyl-1H-pyrrole-2-carbonyl}-amino)-1-methyl-1H-pyrrole-2-carbonyl]-amino}-1-methyl-1H-pyrrole-2-carbonyl)-amino]-1-methyl-1H-pyrrole-2-carbonyl}-amino)-1-methyl-1H-pyrrole-2-carboxylate). Reported procedure: The Boc pyrrole trimer (5) (0.2 g, 0.40 mmol) in a dry round bottomed flask was treated with 4M HCl in dioxane (2.5 mL). The reaction mixture was stirred at room temperature for 30 minutes during which time a precipitate (5′) formed. The solvent was removed and the residue dried under vacuum. The residue was dissolved in dry DMF (2.5 mL) and the Boc pyrrole trimer acid (6) (0.194 g, 0.40 mmol, 1 equiv.) was added followed by EDCI (0.115 g, 0.6 mmol, 1.5 equiv.) and DMAP (0.058 g, 0.47 mmol, 1.2 ... Reaction SMILES: C(C1NC=CC=1)(OC(C)(C)C)=[O:2].[C:13]([O:17][C:18]([NH:20][C:21]1[CH:22]=[C:23]([C:27]([NH:29][C:30]2[CH:31]=[C:32]([C:36]([NH:38][C:39]3[CH:40]=[C:41]([C:45](OC)=[O:46])[N:42]([CH3:44])[CH:43]=3)=[O:37])[N:33]([CH3:35])[CH:34]=2)=[O:28])[N:24]([CH3:26])[CH:25]=1)=[O:19])([CH3:16])([CH3:15])[CH3:14].Cl.C(OC([NH:57][C:58]1[CH:59]=[C:60]([C:64]([NH:66][C:67]2[CH:68]=[C:69]([C:73]([NH:75][C:76]3[CH:77]=[C:78](C(O)=O)[N:79](C)[CH:80]=3)=[O:74])[N:70]([CH3:72])[CH:71]=2)=[O:65])[N:61]([CH3:63])[CH:62]=1)=O)(C)(C)C.CCN=C=NCCCN(C)C.O1[CH2:101][CH2:100][O:99][CH2:98]C1>CN(C1C=CN=CC=1)C.CCOC(C)=O>[C:13]([O:17][C:18]([NH:20][C:21]1[CH:22]=[C:23]([C:27]([NH:29][C:30]2[CH:31]=[C:32]([C:36]([NH:38][C:39]3[CH:40]=[C:41]([C:45]([NH:57][C:58]4[CH:59]=[C:60]([C:64]([NH:66][C:67]5[CH:68]=[C:69]([C:73]([NH:75][C:76]6[CH:77]=[C:101]([C:100]([O:99][CH3:98])=[O:2])[N:79]([CH3:78])[CH:80]=6)=[O:74])[N:70]([CH3:72])[CH:71]=5)=[O:65])[N:61]([CH3:63])[CH:62]=4)=[O:46])[N:42]([CH3:44])[CH:43]=3)=[O:37])[N:33]([CH3:35])[CH:34]=2)=[O:28])[N:24]([CH3:26])[CH:25]=1)=[O:19])([CH3:16])([CH3:14])[CH3:15]. The reagents and catalysts are CN(C)C=1C=CN=CC1 (DMAP). Conditions: time 30 minute. Reactants: C(C)(C)(C)OC(=O)NC=1C=C(N(C1)C)C(=O)NC=1C=C(N(C1)C)C(=O)NC=1C=C(N(C1)C)C(=O)O (4-({4-[(4-tert-butoxycarbonylamino-1-methyl-1H-pyrrole-2-carbonyl)-amino]-1-methyl-1H-pyrrole-2-carbonyl}-amino)-1-methyl-1H-pyrrole-2-carboxylic acid), C(=O)(OC(C)(C)C)C=1NC=CC1 (Boc pyrrole), C(C)(C)(C)OC(=O)NC=1C=C(N(C1)C)C(=O)NC=1C=C(N(C1)C)C(=O)NC=1C=C(N(C1)C)C(=O)OC (Methyl 4-({4-[(4-tert-butoxycarbonylamino-1-methyl-1H-pyrrole-2-carbonyl)-amino]-1-methyl-1H-pyrrole-2-carbonyl}-amino)-1-methyl-1H-pyrrole-2-carboxylate), Cl (HCl), O1CCOCC1 (dioxane), CCN=C=NCCCN(C)C (EDCI). The reactants are N1C2=C(C(CCC1)=O)C=CC=C2 (1,2,3,4-Tetrahydro-benzo[b]azepin-5-one), C1(=CC=C(C=C1)S(=O)(=O)Cl)C (p-toluenesulfonyl chloride), Cl (HCl). Solvent: N1=CC=CC=C1 (pyridine). Conditions: temperature 50 celsius. Product: C1(=CC=C(C=C1)S(=O)(=O)N1C2=C(C(CCC1)=O)C=CC=C2)C ((+/−)1-(Toluene-4-sulfonyl)-1,2,3,4-tetrahydro-benzo[b]azepin-5-one). As a reaction SMILES: [NH:1]1[CH2:7][CH2:6][CH2:5][C:4](=[O:8])[C:3]2[CH:9]=[CH:10][CH:11]=[CH:12][C:2]1=2.[C:13]1([CH3:23])[CH:18]=[CH:17][C:16]([S:19](Cl)(=[O:21])=[O:20])=[CH:15][CH:14]=1.Cl>N1C=CC=CC=1>[C:13]1([CH3:23])[CH:18]=[CH:17][C:16]([S:19]([N:1]2[CH2:7][CH2:6][CH2:5][C:4](=[O:8])[C:3]3[CH:9]=[CH:10][CH:11]=[CH:12][C:2]2=3)(=[O:21])=[O:20])=[CH:15][CH:14]=1. Procedure: To a solution of 1,2,3,4-Tetrahydro-benzo[b]azepin-5-one (500 mg, 3.1 mmol) in pyridine (2 ml) is added p-toluenesulfonyl chloride (650 mg, 3.4 mmol), and the mixture is heated at 50° C. for 1 hour. The reaction mixture is poured into 1N HCl (100 ml) and extracted with ethyl acetate (3×20 ml). The combined organic extracts are washed with brine, dried (Na2SO4), and concentrated to a solid. The solid is purified by silica gel column chromatography (eluent, 30% ethyl acetate in hexanes) to give th... Reactants: [OH-].[K+] (KOH), [OH-].[K+] (KOH), [O-]S(=O)(=O)[O-].[Na+].[Na+] (Na2SO4), [OH-].[K+] (potassium hydroxide), S(=O)(=O)([O-])[O-].[Na+].[Na+] (sodium sulfate), hydrazone, C(C)N1C2=CC=CC=C2C=2C=CC=CC12.C1(=CC=CC=C1)NN=CC=1C=CC=2NC3=CC=CC=C3C2C1 (9-ethylcarbazol 3-carbazolecarboxaldehyde-N-phenylhydrazone), C(Cl)C1CO1 (epichlorohydrin), [OH-].[K+] (KOH). Reagents/catalysts: [O-]S(=O)(=O)[O-].[Na+].[Na+] (Na2SO4), [O-]S(=O)(=O)[O-].[Na+].[Na+] (Na2SO4). Yields the product O1C(CN(N=CC=2C=CC=3N(C4=CC=CC=C4C3C2)CC)C2=CC=CC=C2)C1 (9-Ethyl-3-carbazolecarboxaldehyde N-2,3-epoxypropyl-N-phenylhydrazone). Yield: 78.5%. RXN SMILES: [OH-].[K+].S([O-])([O-])(=O)=O.[Na+].[Na+].[CH2:10]([N:12]1[C:24]2[CH:23]=[CH:22][CH:21]=[CH:20][C:19]=2[C:18]2[C:13]1=[CH:14][CH:15]=[CH:16][CH:17]=2)[CH3:11].[C:25]1([NH:31][N:32]=[CH:33]C2C=CC3NC4C(C=3C=2)=CC=CC=4)[CH:30]=[CH:29][CH:28]=[CH:27][CH:26]=1.[CH2:47]([CH:49]1[O:51][CH2:50]1)Cl>[O-]S([O-])(=O)=O.[Na+].[Na+]>[O:51]1[CH2:50][CH:49]1[CH2:47][N:31]([C:25]1[CH:30]=[CH:29][CH:28]=[CH:27][CH:26]=1)[N:32]=[CH:33][C:16]1[CH:15]=[CH:14][C:13]2[N:12]([CH2:10][CH3:11])[C:24]3[C:19]([C:18]=2[CH:17]=1)=[CH:20][CH:21]=[CH:22][CH:23]=3 |f:0.1,2.3.4,5.6,8.9.10|. Procedure details: A mixture of potassium hydroxide powder (KOH, 85%, 198 g, 3 mol,) and anhydrous sodium sulfate (Na2SO4, 51 g, 0.369 mol) was added in three stages to a mixture of 9-ethylcarbazol-3-carbazolecarboxaldehyde-N-phenylhydrazone (313.4 g, 1 mol) and epichlorohydrin (1.5 mol), while keeping the reaction mixture at 20–25° C.: stage quantities added were 33 g of Na2SO4 and 66 g of KOH initially; 9.9 g of Na2SO4 and 66 g of KOH after 1 hour of reaction; and 9.9 g of Na2SO4 and 66 g of KOH after 2 hours of... Reactants: ClC1=CC=C2C(=NNC(C2=C1)=O)C1=CC=C(C=C1)OC (7-chloro-4-(4-methoxyphenyl)-2H-phthalazin-1-one), P(=O)(Cl)(Cl)Cl (phosphoryl chloride). The product is ClC1=NN=C(C2=CC=C(C=C12)Cl)C1=CC=C(C=C1)OC (1,7-Dichloro-4-(4-methoxyphenyl)phthalazine). RXN SMILES: [Cl:1][C:2]1[CH:11]=[C:10]2[C:5]([C:6]([C:13]3[CH:18]=[CH:17][C:16]([O:19][CH3:20])=[CH:15][CH:14]=3)=[N:7][NH:8][C:9]2=O)=[CH:4][CH:3]=1.P(Cl)(Cl)([Cl:23])=O>>[Cl:23][C:9]1[C:10]2[C:5](=[CH:4][CH:3]=[C:2]([Cl:1])[CH:11]=2)[C:6]([C:13]2[CH:18]=[CH:17][C:16]([O:19][CH3:20])=[CH:15][CH:14]=2)=[N:7][N:8]=1. Procedure details: This compound is obtained according to the procedure described in 1.3. by reacting 7-chloro-4-(4-methoxyphenyl)-2H-phthalazin-1-one with phosphoryl chloride. Reactants: Cc1c(Br)c(=O)n(CC(NC(=O)OC(C)(C)C)C2CCCCC2)c(=O)n1Cc1c(F)cccc1F, COc1cccc(B(O)O)c1F, N#N, [Pd], c1ccc(P(c2ccccc2)c2ccccc2)cc1, c1ccc(P(c2ccccc2)c2ccccc2)cc1, c1ccc(P(c2ccccc2)c2ccccc2)cc1, c1ccc(P(c2ccccc2)c2ccccc2)cc1. The product is COc1cccc(-c2c(C)n(Cc3c(F)cccc3F)c(=O)n(CC(NC(=O)OC(C)(C)C)C3CCCCC3)c2=O)c1F. RXN SMILES: [Br:1][c:2]1[c:3](=[O:35])[n:4]([CH2:19][CH:20]([CH:21]2[CH2:22][CH2:23][CH2:24][CH2:25][CH2:26]2)[NH:27][C:28](=[O:29])[O:30][C:31]([CH3:32])([CH3:33])[CH3:34])[c:5](=[O:18])[n:6]([CH2:9][c:10]2[c:11]([F:17])[cH:12][cH:13][cH:14][c:15]2[F:16])[c:7]1[CH3:8].[F:36][c:37]1[c:38]([B:45]([OH:46])[OH:47])[cH:39][cH:40][cH:41][c:42]1[O:43][CH3:44].[N:48]#[N:49].[Pd:50].[c:108]1([P:109]([c:110]2[cH:111][cH:112][cH:113][cH:114][cH:115]2)[c:116]2[cH:117][cH:118][cH:119][cH:120][cH:121]2)[cH:122][cH:123][cH:124][cH:125][cH:126]1.[c:51]1([P:52]([c:53]2[cH:54][cH:55][cH:56][cH:57][cH:58]2)[c:59]2[cH:60][cH:61][cH:62][cH:63][cH:64]2)[cH:65][cH:66][cH:67][cH:68][cH:69]1.[c:70]1([P:71]([c:72]2[cH:73][cH:74][cH:75][cH:76][cH:77]2)[c:78]2[cH:79][cH:80][cH:81][cH:82][cH:83]2)[cH:84][cH:85][cH:86][cH:87][cH:88]1.[c:89]1([P:90]([c:91]2[cH:92][cH:93][cH:94][cH:95][cH:96]2)[c:97]2[cH:98][cH:99][cH:100][cH:101][cH:102]2)[cH:103][cH:104][cH:105][cH:106][cH:107]1>>[c:2]1(-[c:38]2[c:37]([F:36])[c:42]([O:43][CH3:44])[cH:41][cH:40][cH:39]2)[c:3](=[O:35])[n:4]([CH2:19][CH:20]([CH:21]2[CH2:22][CH2:23][CH2:24][CH2:25][CH2:26]2)[NH:27][C:28](=[O:29])[O:30][C:31]([CH3:32])([CH3:33])[CH3:34])[c:5](=[O:18])[n:6]([CH2:9][c:10]2[c:11]([F:17])[cH:12][cH:13][cH:14][c:15]2[F:16])[c:7]1[CH3:8].